From a dataset of the Open Reaction Database (ORD), a public repository of structured organic reaction records. describe an organic reaction: reactants, conditions, products, and yield The reactants are [Al+3], [Al+3], O=C([O-])C(O)C(O)C(=O)[O-], CCOCC, [Cl-], [Cl-], [Cl-], [H-], [H-], [H-], [H-], [K+], [Li+], [Na+], N#CCc1csc2ccccc12. The product is NCCc1csc2ccccc12. As a reaction SMILES: [Al+3:2].[Al+3:8].[C:23]([CH:24]([CH:25]([C:26]([O-:27])=[O:28])[OH:29])[OH:30])([O-:31])=[O:32].[CH3:35][CH2:36][O:37][CH2:38][CH3:39].[Cl-:10].[Cl-:7].[Cl-:9].[H-:1].[H-:4].[H-:5].[H-:6].[K+:34].[Li+:3].[Na+:33].[s:11]1[c:12]2[c:13]([c:14]([CH2:16][C:17]#[N:18])[cH:15]1)[cH:19][cH:20][cH:21][cH:22]2>>[s:11]1[c:12]2[c:13]([c:14]([CH2:16][CH2:17][NH2:18])[cH:15]1)[cH:19][cH:20][cH:21][cH:22]2. Reactants: Cc1ccccc1, CCCCCCCCCCCCCCCCCCO, NCCCCC(=O)O, Cc1ccc(S(=O)(=O)[O-])cc1, O, Cc1ccc(S(=O)(=O)O)cc1. The product is CCCCCCCCCCCCCCCCCCOC(=O)CCCCN. RXN SMILES: [CH3:51][c:52]1[cH:53][cH:54][cH:55][cH:56][cH:57]1.[CH3:9][CH2:10][CH2:11][CH2:12][CH2:13][CH2:14][CH2:15][CH2:16][CH2:17][CH2:18][CH2:19][CH2:20][CH2:21][CH2:22][CH2:23][CH2:24][CH2:25][CH2:26][OH:27].[NH2:1][CH2:2][CH2:3][CH2:4][CH2:5][C:6]([OH:7])=[O:8].[O-:40][S:41]([c:42]1[cH:43][cH:44][c:45]([CH3:46])[cH:47][cH:48]1)(=[O:49])=[O:50].[OH2:28].[c:29]1([CH3:30])[cH:31][cH:32][c:33]([S:34]([OH:35])(=[O:36])=[O:37])[cH:38][cH:39]1>>[NH2:1][CH2:2][CH2:3][CH2:4][CH2:5][C:6]([O:7][CH2:26][CH2:25][CH2:24][CH2:23][CH2:22][CH2:21][CH2:20][CH2:19][CH2:18][CH2:17][CH2:16][CH2:15][CH2:14][CH2:13][CH2:12][CH2:11][CH2:10][CH3:9])=[O:8]. Reactants: CCCO, CC(C)N, O=C1CCCc2c(cccc2OCC2CO2)N1. Yields the product CC(C)NCC(O)COc1cccc2c1CCCC(=O)N2. As a reaction SMILES: [CH2:22]([OH:23])[CH2:24][CH3:25].[CH3:18][CH:19]([CH3:20])[NH2:21].[O:1]1[CH:2]([CH2:3][O:4][c:5]2[cH:6][cH:7][cH:8][c:9]3[c:10]2[CH2:11][CH2:12][CH2:13][C:14](=[O:16])[NH:15]3)[CH2:17]1>>[OH:1][CH:2]([CH2:3][O:4][c:5]1[cH:6][cH:7][cH:8][c:9]2[c:10]1[CH2:11][CH2:12][CH2:13][C:14](=[O:16])[NH:15]2)[CH2:17][NH:21][CH:19]([CH3:18])[CH3:20]. Reactants: ClC=1C=C(C=NC1OC=1C=C2C=CC=NC2=CC1)N (5-chloro-6-(quinolin-6-yloxy)pyridin-3-amine), COC=1C=C(C=CC1OC)S(=O)(=O)Cl (3,4-dimethoxybenzene-1-sulfonyl chloride). Yields the product ClC=1C=C(C=NC1OC=1C=C2C=CC=NC2=CC1)NS(=O)(=O)C1=CC(=C(C=C1)OC)OC (N-(5-Chloro-6-(quinolin-6-yloxy)pyridin-3-yl)-3,4-dimethoxybenzenesulfonamide). RXN SMILES: [Cl:1][C:2]1[CH:3]=[C:4]([NH2:19])[CH:5]=[N:6][C:7]=1[O:8][C:9]1[CH:10]=[C:11]2[C:16](=[CH:17][CH:18]=1)[N:15]=[CH:14][CH:13]=[CH:12]2.[CH3:20][O:21][C:22]1[CH:23]=[C:24]([S:30](Cl)(=[O:32])=[O:31])[CH:25]=[CH:26][C:27]=1[O:28][CH3:29]>>[Cl:1][C:2]1[CH:3]=[C:4]([NH:19][S:30]([C:24]2[CH:25]=[CH:26][C:27]([O:28][CH3:29])=[C:22]([O:21][CH3:20])[CH:23]=2)(=[O:32])=[O:31])[CH:5]=[N:6][C:7]=1[O:8][C:9]1[CH:10]=[C:11]2[C:16](=[CH:17][CH:18]=1)[N:15]=[CH:14][CH:13]=[CH:12]2. Reported procedure: The title compound was prepared by reacting 5-chloro-6-(quinolin-6-yloxy)pyridin-3-amine (obtained as per procedure described in preparation 3) and 3,4-dimethoxybenzene-1-sulfonyl chloride. The reactants are C(CCC)[Li] (n-butyllithium), S1C=NC2=C1C=CC=C2 (benzothiazole), C(CCC)[Sn](CCCC)(CCCC)Cl (Tributyltin chloride). Solvent: O1CCCC1 (tetrahydrofuran). Run at temperature -78 celsius, time 10 minute. The product is C(CCC)[Sn](C=1SC2=C(N1)C=CC=C2)(CCCC)CCCC (2-Tributylstannylbenzothiazole). Isolated yield 75.8%. RXN SMILES: [S:1]1[C:5]2[CH:6]=[CH:7][CH:8]=[CH:9][C:4]=2[N:3]=[CH:2]1.C([Li])CCC.[CH2:15]([Sn:19](Cl)([CH2:24][CH2:25][CH2:26][CH3:27])[CH2:20][CH2:21][CH2:22][CH3:23])[CH2:16][CH2:17][CH3:18]>O1CCCC1>[CH2:24]([Sn:19]([CH2:15][CH2:16][CH2:17][CH3:18])([CH2:20][CH2:21][CH2:22][CH3:23])[C:2]1[S:1][C:5]2[CH:6]=[CH:7][CH:8]=[CH:9][C:4]=2[N:3]=1)[CH2:25][CH2:26][CH3:27]. Procedure: To a solution of benzothiazole (30.7 g) in tetrahydrofuran (700 ml), which was cooled at −78° C., was added dropwise n-butyllithium (2.5M solution in hexane) (100 ml) under a nitrogen atmosphere, the solution was stirred for 10 minutes at −78° C. Tributyltin chloride (77.9 g) was added dropwise thereto, the solution was stirred for 1.5 hours at −78° C., and then stirred for 2 hours while warming from −78° C. to room temperature. The reaction mixture was concentrated in vacuo, diethyl ether (400 ... Starting materials: C(C)C1=CC=2C(=NC=C(C2O)C(=O)OCC)S1 (ethyl 2-ethyl-4-hydroxy-thieno[2,3-b]pyridine-5-carboxylate), [H-].[Na+] (sodium hydride), O (water), C(C1=CC=CC=C1)(C1=CC=CC=C1)(C1=CC=CC=C1)N1N=NN=C1C1=C(C=CC=C1)C1=CC=C(CBr)C=C1 (4-[2'-(N-trityltetrazol-5-yl)phenyl]benzyl bromide). Solvent: CN(C)C=O (DMF). Run at temperature 90 celsius, time 10 minute. The product is C(C)C1=CC2=C(N(C=C(C2=O)C(=O)OCC)CC2=CC=C(C=C2)C2=C(C=CC=C2)C2=NN=NN2C(C2=CC=CC=C2)(C2=CC=CC=C2)C2=CC=CC=C2)S1 (Ethyl 2-ethyl-7-[[2'-(N-trityltetrazol-5-yl)biphenyl-4-yl]methyl]-4-oxo-4,7-dihydrothieno[2,3-b]pyridine-5-carboxylate). Isolated yield 76.9%. As a reaction SMILES: [CH2:1]([C:3]1[S:17][C:6]2=[N:7][CH:8]=[C:9]([C:12]([O:14][CH2:15][CH3:16])=[O:13])[C:10]([OH:11])=[C:5]2[CH:4]=1)[CH3:2].[H-].[Na+].[C:20]([N:39]1[C:43]([C:44]2[CH:49]=[CH:48][CH:47]=[CH:46][C:45]=2[C:50]2[CH:57]=[CH:56][C:53]([CH2:54]Br)=[CH:52][CH:51]=2)=[N:42][N:41]=[N:40]1)([C:33]1[CH:38]=[CH:37][CH:36]=[CH:35][CH:34]=1)([C:27]1[CH:32]=[CH:31][CH:30]=[CH:29][CH:28]=1)[C:21]1[CH:26]=[CH:25][CH:24]=[CH:23][CH:22]=1.O>CN(C=O)C>[CH2:1]([C:3]1[S:17][C:6]2[N:7]([CH2:54][C:53]3[CH:52]=[CH:51][C:50]([C:45]4[CH:46]=[CH:47][CH:48]=[CH:49][C:44]=4[C:43]4[N:39]([C:20]([C:33]5[CH:38]=[CH:37][CH:36]=[CH:35][CH:34]=5)([C:27]5[CH:28]=[CH:29][CH:30]=[CH:31][CH:32]=5)[C:21]5[CH:26]=[CH:25][CH:24]=[CH:23][CH:22]=5)[N:40]=[N:41][N:42]=4)=[CH:57][CH:56]=3)[CH:8]=[C:9]([C:12]([O:14][CH2:15][CH3:16])=[O:13])[C:10](=[O:11])[C:5]=2[CH:4]=1)[CH3:2] |f:1.2|. Procedure: To a solution of ethyl 2-ethyl-4-hydroxy-thieno[2,3-b]pyridine-5-carboxylate (1.00 g, 4 mmol) in 20 ml of DMF) was added sodium hydride (60% dispersion in oil, 160 mg) and the mixture was stirred for 10 minutes. To the reaction mixture was added 4-[2'-(N-trityltetrazol-5-yl)phenyl]benzyl bromide (2.23 g, 4 mmol) and the mixture was heated at 90° C. for 1 hour with stirring. The reaction mixture was poured into water followed by extraction with ethyl acetate. The organic layer was washed with wat... Reactants: N#CBr (cyanogen bromide), O (water), C(C)OC(C1=CC(=C(C=C1)NC1CCCCC1)N)=O (3-amino-4-cyclohexylaminobenzoic acid ethyl ester), C(C)O (ethanol). Solvent: C(C)#N (acetonitrile). Yields the product NC1=NC2=C(N1C1CCCCC1)C=CC(=C2)C(=O)OCC (Ethyl 2-amino-1-cyclohexyl-1H-benzo[d]imidazole-5-carboxylate). Reaction SMILES: [N:1]#[C:2]Br.O.[CH2:5]([O:7][C:8](=[O:23])[C:9]1[CH:14]=[CH:13][C:12]([NH:15][CH:16]2[CH2:21][CH2:20][CH2:19][CH2:18][CH2:17]2)=[C:11]([NH2:22])[CH:10]=1)[CH3:6].C(O)C>C(#N)C>[NH2:1][C:2]1[N:15]([CH:16]2[CH2:17][CH2:18][CH2:19][CH2:20][CH2:21]2)[C:12]2[CH:13]=[CH:14][C:9]([C:8]([O:7][CH2:5][CH3:6])=[O:23])=[CH:10][C:11]=2[N:22]=1. Procedure: 5 M cyanogen bromide in acetonitrile (2.25 mL) was added to water (25 mL, 1.4 mol) in a 250 mL round bottom flask at room temperature with stirring. To this was added dropwise a solution of 3-amino-4-cyclohexylaminobenzoic acid ethyl ester (2.25 g, 0.00858 mol) in ethanol (25 mL, 0.43 mol) via an additon funnel over 45 minutes. After 3 hours the reaction was concentrated. The residue was dissolved in ethyl acetate and washed with saturated sodium bicarbonate solution then brine. The organic phas... Reactants: NC(=O)c1nc(-c2ccc(Cl)cc2Cl)c(-c2ccc(Cl)cc2)s1, FC(F)(F)CCCBr, [H-], [Na+], CN(C)C=O. The product is O=C(NCCCC(F)(F)F)c1nc(-c2ccc(Cl)cc2Cl)c(-c2ccc(Cl)cc2)s1. RXN SMILES: [Cl:1][c:2]1[cH:3][cH:4][c:5](-[c:8]2[c:9](-[c:16]3[c:17]([Cl:23])[cH:18][c:19]([Cl:22])[cH:20][cH:21]3)[n:10][c:11]([C:13](=[O:14])[NH2:15])[s:12]2)[cH:6][cH:7]1.[F:26][C:27]([CH2:28][CH2:29][CH2:30][Br:31])([F:32])[F:33].[H-:25].[Na+:24].[O:34]=[CH:35][N:36]([CH3:37])[CH3:38]>>[Cl:1][c:2]1[cH:3][cH:4][c:5](-[c:8]2[c:9](-[c:16]3[c:17]([Cl:23])[cH:18][c:19]([Cl:22])[cH:20][cH:21]3)[n:10][c:11]([C:13](=[O:14])[NH:15][CH2:30][CH2:29][CH2:28][C:27]([F:26])([F:32])[F:33])[s:12]2)[cH:6][cH:7]1.